Dataset: the Open Reaction Database (ORD), a public repository of structured organic reaction records. Task: describe an organic reaction: reactants, conditions, products, and yield Starting materials: CC(C(=O)O)c1ccc(Cl)cc1, NCCCN1CCC(c2cccc(NC(=O)C3CC3)c2)CC1. Yields the product CC(C(=O)NCCCN1CCC(c2cccc(NC(=O)C3CC3)c2)CC1)c1ccc(Cl)cc1. RXN SMILES: [Cl:1][c:2]1[cH:3][cH:4][c:5]([CH:8]([C:9](=[O:10])[OH:11])[CH3:12])[cH:6][cH:7]1.[NH2:13][CH2:14][CH2:15][CH2:16][N:17]1[CH2:18][CH2:19][CH:20]([c:23]2[cH:24][c:25]([NH:29][C:30](=[O:31])[CH:32]3[CH2:33][CH2:34]3)[cH:26][cH:27][cH:28]2)[CH2:21][CH2:22]1>>[Cl:1][c:2]1[cH:3][cH:4][c:5]([CH:8]([C:9](=[O:11])[NH:13][CH2:14][CH2:15][CH2:16][N:17]2[CH2:18][CH2:19][CH:20]([c:23]3[cH:24][c:25]([NH:29][C:30](=[O:31])[CH:32]4[CH2:33][CH2:34]4)[cH:26][cH:27][cH:28]3)[CH2:21][CH2:22]2)[CH3:12])[cH:6][cH:7]1. Starting materials: C(C)(=O)OCC (ethyl acetate), Cl (hydrochloric acid), C(#N)C=1C=C(C(=O)C2=CC=CC=C2)C=CC1[N+](=O)[O-] (3-cyano-4-nitrobenzophenone). Reagents/catalysts: [Fe] (iron). Run in ClCCl (dichloromethane), C(C)O (ethanol), C(C)O (ethanol). The product is eluent, NC1=C(C=C(C(=O)C2=CC=CC=C2)C=C1)C#N (4-Amino-3-cyanobenzophenone). Isolated yield 15.9%. As a reaction SMILES: [C:1]([C:3]1[CH:4]=[C:5]([CH:14]=[CH:15][C:16]=1[N+:17]([O-])=O)[C:6]([C:8]1[CH:13]=[CH:12][CH:11]=[CH:10][CH:9]=1)=[O:7])#[N:2].Cl.C(OCC)(=O)C>C(O)C.ClCCl.[Fe]>[NH2:17][C:16]1[CH:15]=[CH:14][C:5]([C:6]([C:8]2[CH:13]=[CH:12][CH:11]=[CH:10][CH:9]=2)=[O:7])=[CH:4][C:3]=1[C:1]#[N:2]. Procedure: To a stirred refluxing mixture of 3-cyano-4-nitrobenzophenone (Method 6) (1.50 g) and iron powder (3.64 g) in ethanol (50 ml) was added dropwise over 0.5 hour a solution of concentrated hydrochloric acid (0.35 ml) in ethanol (14 ml) and reflux was maintained overnight. The hot mixture was filtered through diatomaceous earth and the reaction flask and diatomaceous earth pad was washed with three 50 ml portions of ethanol. The combined filtrate was evaporated to yield a tan solid. Chromatography (...